Dataset: the Open Reaction Database (ORD), a public repository of structured organic reaction records. Task: describe an organic reaction: reactants, conditions, products, and yield Reactants: NC(=C(C(=O)OC)Cl)CC (methyl 3-amino-2-chloro-2-pentenoate), C(=O)N (formamide), C[O-].[Na+] (NaOMe). Solvent: CO (methanol), CO (methanol). Reaction conditions: time 12 hour. The product is ClC=1C(=NC=NC1CC)O (5-Chloro-6-ethyl-4-hydroxypyrimidine). The yield is 111.9%. Reaction SMILES: [NH2:1][C:2]([CH2:9][CH3:10])=[C:3]([Cl:8])[C:4](OC)=[O:5].[CH:11]([NH2:13])=O.C[O-].[Na+]>CO>[Cl:8][C:3]1[C:4]([OH:5])=[N:13][CH:11]=[N:1][C:2]=1[CH2:9][CH3:10] |f:2.3|. Procedure: A mixture of 163.6 g (1.0 mol) of methyl 3-amino-2-chloro-2-pentenoate, 90.8 g (2.0 mol) of formamide and 150 ml of methanol is added dropwise with stirring to 485.8 ml of a 30% strength NaOMe solution in methanol at room temperature. The mixture is subsequently slowly heated to the reflux temperature over the course of 3 h, and is left to stir at this temperature for a further 12 h. Evaporation of the reaction mixture is followed by dissolving in a little H2O, adjustment to a pH of 3.8 with HCl... Reactants: CC(C1=CC(=CC2=C1OC(=CC2=O)N3CCOCC3)C(=O)N(C)C)N, C1=C(C=C(C=C1Cl)Br)F. Reagents/catalysts: C(=O)([O-])[O-].[Cs+].[Cs+], CC1(C2=C(C(=CC=C2)P(C3=CC=CC=C3)C4=CC=CC=C4)OC5=C1C=CC=C5P(C6=CC=CC=C6)C7=CC=CC=C7)C, C1=CC=C(C=C1)/C=C/C(=O)/C=C/C2=CC=CC=C2.C1=CC=C(C=C1)/C=C/C(=O)/C=C/C2=CC=CC=C2.C1=CC=C(C=C1)/C=C/C(=O)/C=C/C2=CC=CC=C2.[Pd].[Pd]. The solvent is C1COCCO1. Run at temperature 90 celsius. Yields the product CC(C1=CC(=CC2=C1OC(=CC2=O)N3CCOCC3)C(=O)N(C)C)NC4=CC(=CC(=C4)Cl)F. The yield is 78.1%. Procedure details: To a mixture of 8-(1-aminoethyl)-N,N-dimethyl-2-morpholino-4-oxo-4H-chromene-6-carboxamide (350 mg, 1.01 mmol), cesium carbonate (1288 mg, 3.95 mmol), (9,9-dimethyl-9H-xanthene-4,5-diyl)bis(diphenylphosphine) (147 mg, 0.25 mmol) and 1-bromo-3-chloro-5-fluorobenzene (467 mg, 2.23 mmol) in degassed 1,4-dioxane (2ml), was added TRIS(DIBENZYLIDENEACETONE)DIPALLADIUM (69.6 mg, 0.08 mmol). The suspension was heated in a sealed container up to 95°C for 16hours. The reaction mixture was filtered through... Reactants: CC(=O)O[BH-](OC(C)=O)OC(C)=O, CN(C)C1(c2ccccc2)CCC(=O)CC1, CC(=O)O, ClCCCl, NC1c2ccccc2-c2ccccc21, [Na+]. Product: CN(C)C1(c2ccccc2)CCC(NC2c3ccccc3-c3ccccc32)CC1. Reaction SMILES: [C:35]([O:36][BH-:37]([O:38][C:39](=[O:40])[CH3:41])[O:42][C:43](=[O:44])[CH3:45])(=[O:46])[CH3:47].[CH3:15][N:16]([C:17]1([c:24]2[cH:25][cH:26][cH:27][cH:28][cH:29]2)[CH2:18][CH2:19][C:20](=[O:23])[CH2:21][CH2:22]1)[CH3:30].[CH3:31][C:32](=[O:33])[OH:34].[Cl:49][CH2:50][CH2:51][Cl:52].[NH2:1][CH:2]1[c:3]2[cH:4][cH:5][cH:6][cH:7][c:8]2-[c:9]2[cH:10][cH:11][cH:12][cH:13][c:14]21.[Na+:48]>>[NH:1]([CH:2]1[c:3]2[cH:4][cH:5][cH:6][cH:7][c:8]2-[c:9]2[cH:10][cH:11][cH:12][cH:13][c:14]21)[CH:20]1[CH2:19][CH2:18][C:17]([N:16]([CH3:15])[CH3:30])([c:24]2[cH:25][cH:26][cH:27][cH:28][cH:29]2)[CH2:22][CH2:21]1. Reactants: C1(=CC=CC=C1)[SiH3] (phenylsilane), NC1=C(SC(=C1)C#CC(C)(C)C)C(=O)OC (methyl 3-amino-5-(3,3-dimethylbut-1-ynyl)thiophene-2-carboxylate), COP1(CCC(CC1)=O)=O (1-Methoxy-1-oxo-1λ5 phosphinan-4-one), C(CCC)[Sn](CCCC)(Cl)Cl (dibutyltin dichloride). The solvent is C1CCOC1 (THF), CN(C)C=O (DMF). Conditions: time 5 minute. The product is CC(C#CC1=CC(=C(S1)C(=O)OC)NC1CCP(CC1)(=O)OC)(C)C (Methyl 5-(3,3-Dimethyl-but-1-ynyl)-3-(1-methoxy-1-oxo-1 λ5phosphinan-4-ylamino)-thiophene-2-carboxylate). The yield is 84.8%. Reaction SMILES: [NH2:1][C:2]1[CH:6]=[C:5]([C:7]#[C:8][C:9]([CH3:12])([CH3:11])[CH3:10])[S:4][C:3]=1[C:13]([O:15][CH3:16])=[O:14].[CH3:17][O:18][P:19]1(=[O:26])[CH2:24][CH2:23][C:22](=O)[CH2:21][CH2:20]1.C([Sn](Cl)(Cl)CCCC)CCC.C1([SiH3])C=CC=CC=1>C1COCC1.CN(C=O)C>[CH3:10][C:9]([CH3:11])([CH3:12])[C:8]#[C:7][C:5]1[S:4][C:3]([C:13]([O:15][CH3:16])=[O:14])=[C:2]([NH:1][CH:22]2[CH2:23][CH2:24][P:19]([O:18][CH3:17])(=[O:26])[CH2:20][CH2:21]2)[CH:6]=1. Reported procedure: A solution of methyl 3-amino-5-(3,3-dimethylbut-1-ynyl)thiophene-2-carboxylate (474 mg, 2 mmol) and 1-Methoxy-1-oxo-1λ5 phosphinan-4-one (390 mg, 2.4 mmol) in THF (1 mL) and DMF (1 mL) was treated with dibutyltin dichloride (60 mg, 0.2 mmol). After 5 min, phenylsilane (272 μL, 2.2 mmol) was added, and the mixture was stirred for one hour at room temperature and then partitioned between water and ethyl acetate. The aqueous phase was extracted with ethyl acetate. The combined organic layers were w...